Task: describe an organic reaction: reactants, conditions, products, and yield. Dataset: the Open Reaction Database (ORD), a public repository of structured organic reaction records Starting materials: [Cl-].C(CCCCCCCCCCCCCCCCC)[N+](C)(C)C (stearyltrimethylammonium chloride), polyvinyl alcohol, C(C(=C)C)(=O)OC1CCCCC1 (cyclohexyl methacrylate), N,N-diethylaminoethyl thacrylate, C(=C)C1=C(C=CC=C1)C=C (divinylbenzene), S(=O)(=O)([O-])OOS(=O)(=O)[O-].[K+].[K+] (potassium persulfate), S(=O)(O)[O-].[Na+] (sodium hydrogensulfite), S(=O)(=O)([O-])OOS(=O)(=O)[O-].[K+].[K+] (potassium persulfate), S(=O)(O)[O-].[Na+] (sodium hydrogensulfite). The solvent is O (water), O (water), O (water). Run at temperature 60 celsius. Product: C(=C)C1=C(C=CC=C1)C=C.C(C(=C)C)(=O)OC1CCCCC1.C(C(=C)C)(=O)OCCN(CC)CC (divinylbenzene cyclohexyl methacrylate N,N-diethylaminoethyl methacrylate). Reaction SMILES: [Cl-].[CH2:2]([N+:20]([CH3:23])([CH3:22])C)[CH2:3]CCCCCC[CH2:10][CH2:11][CH2:12][CH2:13][CH2:14][CH2:15][CH2:16][CH2:17][CH2:18][CH3:19].[C:24]([O:29][CH:30]1[CH2:35][CH2:34][CH2:33][CH2:32][CH2:31]1)(=[O:28])[C:25]([CH3:27])=[CH2:26].[CH:36](C1C=CC=CC=1C=C)=C.S(OOS([O-])(=O)=O)([O-])(=O)=O.[K+].[K+].S([O-])(O)=O.[Na+]>O>[CH:18]([C:17]1[CH:16]=[CH:15][CH:14]=[CH:13][C:12]=1[CH:11]=[CH2:10])=[CH2:19].[C:24]([O:29][CH:30]1[CH2:35][CH2:34][CH2:33][CH2:32][CH2:31]1)(=[O:28])[C:25]([CH3:27])=[CH2:26].[C:24]([O:29][CH2:30][CH2:23][N:20]([CH2:2][CH3:3])[CH2:22][CH3:36])(=[O:28])[C:25]([CH3:27])=[CH2:26] |f:0.1,4.5.6,7.8,10.11.12|. Reported procedure: 216 g of distilled water was placed in a reaction vessel, deaerated with a nitrogen gas, and heated to 60° C. in the presence of the nitrogen gas. 15.8 g of stearyltrimethylammonium chloride, 0.07 g of polyvinyl alcohol, 33.7 g of cyclohexyl methacrylate, 37.1 g of N,N-diethylaminoethyl thacrylate, and 2.0 g of divinylbenzene were added thereto. Then, 0.44 g of potassium persulfate dissolved in 9.3 ml of distilled water deaerated with a nitrogen gas, and 0.14 g of sodium hydrogensulfite dissolve... The reactants are C1(CCCCC1)C1=CC=C(C(=O)O)C=C1 (4-cyclohexyl-benzoic acid), CN(C=1OC2=C(N1)C=C(C=C2)N)C2CCN(CC2)C (rac-N2-methyl-N2-(1-methyl-piperidin-4-yl)-benzooxazole-2,5-diamine), N1=CC=CC=C1 (pyridine), C(C(=O)Cl)(=O)Cl (oxalyl chloride). Reagents/catalysts: CN(C)C=O (DMF). Run in C(Cl)Cl (CH2Cl2), C(Cl)Cl (CH2Cl2). Reaction conditions: time 2 hour. The product is C1(CCCCC1)C1=CC=C(C(=O)NC=2C=CC3=C(N=C(O3)N(C3CCN(CC3)C)C)C2)C=C1 (4-Cyclohexyl-N-{2-[methyl-(1-methyl-piperidin-4-yl)-amino]-benzooxazol-5-yl}-benzamide). The yield is 62.3%. Reaction SMILES: C(Cl)(=O)C(Cl)=O.[CH:7]1([C:13]2[CH:21]=[CH:20][C:16]([C:17]([OH:19])=O)=[CH:15][CH:14]=2)[CH2:12][CH2:11][CH2:10][CH2:9][CH2:8]1.[CH3:22][N:23]([CH:34]1[CH2:39][CH2:38][N:37]([CH3:40])[CH2:36][CH2:35]1)[C:24]1[O:25][C:26]2[CH:32]=[CH:31][C:30]([NH2:33])=[CH:29][C:27]=2[N:28]=1.N1C=CC=CC=1>CN(C=O)C.C(Cl)Cl>[CH:7]1([C:13]2[CH:14]=[CH:15][C:16]([C:17]([NH:33][C:30]3[CH:31]=[CH:32][C:26]4[O:25][C:24]([N:23]([CH3:22])[CH:34]5[CH2:35][CH2:36][N:37]([CH3:40])[CH2:38][CH2:39]5)=[N:28][C:27]=4[CH:29]=3)=[O:19])=[CH:20][CH:21]=2)[CH2:8][CH2:9][CH2:10][CH2:11][CH2:12]1. Procedure: Add oxalyl chloride (0.16 mL, 1.82 mmol) and 3 drops of DMF to a stirring suspension of 4-cyclohexyl-benzoic acid (0.197 g, 0.910 mmol) in CH2Cl2 (2.0 mL). Stir the reaction mixture at room temperature for 2 h. Concentrate the mixture in vacuo, add n-hexane, re-concentrate, and re-dissolve in CH2Cl2. Add the resultant 4-cyclohexyl-benzoyl chloride solution to a mixture of rac-N2-methyl-N2-(1-methyl-piperidin-4-yl)-benzooxazole-2,5-diamine (0.158 g, 0.607 mmol) and pyridine (0.05 mL) in CH2Cl2 (1... Product: OCCNS(=O)(=O)C1=CC=C(C=C1)C=1C=2C3=C(C(NC2C=CC1OC)=O)SC=C3 (N-(2-Hydroxyethyl)-4-(8-methoxy-4-oxo-4,5-dihydrothieno[2,3-c]quinolin-9-yl)benzenesulfonamide). The yield is 20.1%. Procedure: Following General Procedure B, 9-bromo-8-methoxythieno[2,3-c]quinolin-4(5H)-one (500 mg, 1.5 mmol) was reacted with N-(2-hydroxyethyl)-4-(4,4,5,5-tetramethyl-1,3,2-dioxaborolan-2-yl)benzenesulfonamide (450 mg, 1.5 mmol) to afford the desired product (130 mg, 20%) as an off-white solid: 1H NMR (300 MHz, DMSO-d6) δ 11.93 (s, 1H), 7.94 (d, J=8.4 Hz, 2H), 7.78-7.74 (m, 2H), 7.58-7.42 (m, 4H), 5.74 (d, J=5.4 Hz, 1H), 4.78 (t, J=5.6 Hz, 1H), 3.71 (s, 3H), 3.45 (q, J=6.1 Hz, 2H), 2.93 (q, J=6.2 Hz, 2H)... Starting materials: BrC=1C=2C3=C(C(NC2C=CC1OC)=O)SC=C3 (9-bromo-8-methoxythieno[2,3-c]quinolin-4(5H)-one), OCCNS(=O)(=O)C1=CC=C(C=C1)B1OC(C(O1)(C)C)(C)C (N-(2-hydroxyethyl)-4-(4,4,5,5-tetramethyl-1,3,2-dioxaborolan-2-yl)benzenesulfonamide). RXN SMILES: Br[C:2]1[C:3]2[C:4]3[CH:17]=[CH:16][S:15][C:5]=3[C:6](=[O:14])[NH:7][C:8]=2[CH:9]=[CH:10][C:11]=1[O:12][CH3:13].[OH:18][CH2:19][CH2:20][NH:21][S:22]([C:25]1[CH:30]=[CH:29][C:28](B2OC(C)(C)C(C)(C)O2)=[CH:27][CH:26]=1)(=[O:24])=[O:23]>>[OH:18][CH2:19][CH2:20][NH:21][S:22]([C:25]1[CH:30]=[CH:29][C:28]([C:2]2[C:3]3[C:4]4[CH:17]=[CH:16][S:15][C:5]=4[C:6](=[O:14])[NH:7][C:8]=3[CH:9]=[CH:10][C:11]=2[O:12][CH3:13])=[CH:27][CH:26]=1)(=[O:24])=[O:23]. Starting materials: NC1=NC(C(N1C)=O)(C1=CC=C(C=C1)OC(F)F)C1=CC(=C(C=C1)F)OCCC=C(F)F (2-amino-5-{3-[(4,4-difluorobut-3-en-1-yl)oxy]-4-fluorophenyl}-5-[4-(difluoromethoxy)phenyl]-3-methyl-3,5-dihydro-4H-imidazol-4-one). Run in CO (MeOH). Product: NC1=N[C@](C(N1C)=O)(C1=CC=C(C=C1)OC(F)F)C1=CC(=C(C=C1)F)OCCC=C(F)F ((5R)-2-amino-5-{3-[(4,4-difluorobut-3-en-1-yl)oxy]-4-fluorophenyl}-5-[4-(difluoromethoxy)phenyl]-3-methyl-3,5-dihydro-4H-imidazol-4-one). RXN SMILES: [NH2:1][C:2]1[N:6]([CH3:7])[C:5](=[O:8])[C:4]([C:19]2[CH:24]=[CH:23][C:22]([F:25])=[C:21]([O:26][CH2:27][CH2:28][CH:29]=[C:30]([F:32])[F:31])[CH:20]=2)([C:9]2[CH:14]=[CH:13][C:12]([O:15][CH:16]([F:18])[F:17])=[CH:11][CH:10]=2)[N:3]=1>CO>[NH2:1][C:2]1[N:6]([CH3:7])[C:5](=[O:8])[C@:4]([C:19]2[CH:24]=[CH:23][C:22]([F:25])=[C:21]([O:26][CH2:27][CH2:28][CH:29]=[C:30]([F:31])[F:32])[CH:20]=2)([C:9]2[CH:14]=[CH:13][C:12]([O:15][CH:16]([F:18])[F:17])=[CH:11][CH:10]=2)[N:3]=1. Procedure: A racemic mixture of 2-amino-5-{3-[(4,4-difluorobut-3-en-1-yl)oxy]-4-fluorophenyl}-5-[4-(difluoromethoxy)phenyl]-3-methyl-3,5-dihydro-4H-imidazol-4-one (preparation described in previous Example) was separated by chiral HPLC using column type Chiralcel AD, 5×50 cm; the mobile phase was 15% ethanol in hexane with 0.1% diethylamine at 100 mL/min to obtain the title R-isomer as a glass, identified by NMR and mass spectral analyses [mp glass; [α]D25=−14° (c=1%, MeOH); MS (ES) m/z 454.0]. Run in C[O-].[Na+].CO (sodium methoxide methanol). The reactants are C(C)OC(=O)C1=C(C2=C(C(=N1)N1CCCCC1)N=C(S2)C2=CC=CC=C2)O (7-hydroxy-2-phenyl-4-piperidin-1-yl-thiazolo[4,5-c]pyridine-6-carboxylic acid ethyl ester), NCC(=O)O (glycine). Product: OC=1C2=C(C(=NC1C(=O)NCC(=O)O)N1CCCCC1)N=C(S2)C2=CC=CC=C2 ([(7-Hydroxy-2-phenyl-4-piperidin-1-yl-thiazolo[4,5-c]pyridine-6-carbonyl)-amino]-acetic acid). Isolated yield 97.0%. Procedure details: A mixture of 7-hydroxy-2-phenyl-4-piperidin-1-yl-thiazolo[4,5-c]pyridine-6-carboxylic acid ethyl ester (39 mg, 0.10 mmole) and glycine (573 mg, 7.63 mmole) in 0.5 M sodium methoxide/methanol (10.2 ml) was refluxed for 25 h before it was cooled to room temperature and concentrated in vacuo. The residue was dissolved in water (40 ml) and extracted three times with dichloromethane. The remaining aqueous layer was acidified to pH=3 with 1N HCl (6 ml). The suspension was extracted with ethyl acetate ... RXN SMILES: C(O[C:4]([C:6]1[N:11]=[C:10]([N:12]2[CH2:17][CH2:16][CH2:15][CH2:14][CH2:13]2)[C:9]2[N:18]=[C:19]([C:21]3[CH:26]=[CH:25][CH:24]=[CH:23][CH:22]=3)[S:20][C:8]=2[C:7]=1[OH:27])=[O:5])C.[NH2:28][CH2:29][C:30]([OH:32])=[O:31]>C[O-].[Na+].CO>[OH:27][C:7]1[C:8]2[S:20][C:19]([C:21]3[CH:22]=[CH:23][CH:24]=[CH:25][CH:26]=3)=[N:18][C:9]=2[C:10]([N:12]2[CH2:17][CH2:16][CH2:15][CH2:14][CH2:13]2)=[N:11][C:6]=1[C:4]([NH:28][CH2:29][C:30]([OH:32])=[O:31])=[O:5] |f:2.3.4|.